Dataset: the Open Reaction Database (ORD), a public repository of structured organic reaction records. Task: describe an organic reaction: reactants, conditions, products, and yield Reactants: CN(C)C=O, [N-]=[N+]=[N-], [Na+], CC(=O)C1CCC2C3CCC4CC5OC5CC4(C)C3C(=O)CC12C, O. Product: CC(=O)C1CCC2C3CCC4CC(O)C(N=[N+]=[N-])CC4(C)C3C(=O)CC12C. As a reaction SMILES: [CH3:29][N:30]([CH3:31])[CH:32]=[O:33].[N-:26]=[N+:27]=[N-:28].[Na+:25].[O:1]1[CH:2]2[CH:3]1[CH2:4][CH:5]1[CH2:6][CH2:7][CH:8]3[CH:9]4[CH2:10][CH2:11][CH:12]([C:13]([CH3:14])=[O:15])[C:16]4([CH3:24])[CH2:17][C:18](=[O:23])[CH:19]3[C:20]1([CH3:22])[CH2:21]2.[OH2:34]>>[OH:1][CH:3]1[CH:2]([N:26]=[N+:27]=[N-:28])[CH2:21][C:20]2([CH3:22])[CH:5]([CH2:4]1)[CH2:6][CH2:7][CH:8]1[CH:9]3[CH2:10][CH2:11][CH:12]([C:13]([CH3:14])=[O:15])[C:16]3([CH3:24])[CH2:17][C:18](=[O:23])[CH:19]12. Reactants: CN(C)C(=O)CCl, [K+], [K+], O=C([O-])[O-], CN(C)C=O, O, Cc1cc(O)cc(C)c1C=O. The product is Cc1cc(OCC(=O)N(C)C)cc(C)c1C=O. RXN SMILES: [Cl:12][CH2:13][C:14](=[O:15])[N:16]([CH3:17])[CH3:18].[K+:19].[K+:20].[O-:21][C:22]([O-:23])=[O:24].[O:26]=[CH:27][N:28]([CH3:29])[CH3:30].[OH2:25].[OH:1][c:2]1[cH:3][c:4]([CH3:11])[c:5]([CH:6]=[O:7])[c:8]([CH3:10])[cH:9]1>>[O:1]([c:2]1[cH:3][c:4]([CH3:11])[c:5]([CH:6]=[O:7])[c:8]([CH3:10])[cH:9]1)[CH2:13][C:14](=[O:15])[N:16]([CH3:17])[CH3:18]. Starting materials: COc1cc(C(C)C)c2c(c1)S(=O)(=O)NC2=O, C[Si](C)(C)Cl, ClCCCl, O, Cl[Sn](Cl)(Cl)Cl. Yields the product COc1cc(C(C)C)c2c(c1)S(=O)(=O)N(CCl)C2=O. As a reaction SMILES: [CH:11]([CH3:12])([CH3:13])[c:14]1[c:15]2[c:21]([cH:22][c:23]([O:25][CH3:26])[cH:24]1)[S:18](=[O:19])(=[O:20])[NH:17][C:16]2=[O:27].[Cl:1][Si:2]([CH3:3])([CH3:4])[CH3:5].[Cl:29][CH2:30][CH2:31][Cl:32].[OH2:28].[Sn:6]([Cl:7])([Cl:8])([Cl:9])[Cl:10]>>[CH:11]([CH3:12])([CH3:13])[c:14]1[c:15]2[c:21]([cH:22][c:23]([O:25][CH3:26])[cH:24]1)[S:18](=[O:19])(=[O:20])[N:17]([CH2:30][Cl:29])[C:16]2=[O:27]. Starting materials: C(C1=CC=CC=C1)N1C(CC(C1)C(=O)OC(C)C)=O (isopropyl N-benzylpyrrolidin-2-one4-carboxylate), OP(=O)(O)O (H3PO4). Solvent: O1CCOCC1 (dioxane), O1CCOCC1 (dioxane), [OH-].[K+] (KOH), CO (MeOH), [OH-].[K+] (KOH). Run at time 1 hour. The product is C(C1=CC=CC=C1)N1C(CC(C1)C(=O)O)=O (N-benzylpyrrolidin-2-one-4carboxylic). Yield: 87.7%. Reaction SMILES: [CH2:1]([N:8]1[CH2:12][CH:11]([C:13]([O:15]C(C)C)=[O:14])[CH2:10][C:9]1=[O:19])[C:2]1[CH:7]=[CH:6][CH:5]=[CH:4][CH:3]=1.OP(O)(O)=O>O1CCOCC1.[OH-].[K+].CO>[CH2:1]([N:8]1[CH2:12][CH:11]([C:13]([OH:15])=[O:14])[CH2:10][C:9]1=[O:19])[C:2]1[CH:3]=[CH:4][CH:5]=[CH:6][CH:7]=1 |f:3.4|. Procedure: A mixture of isopropyl N-benzylpyrrolidin-2-one4-carboxylate (Example 33, 3.93 g) in dioxane (80 mL), aqueous KOH (2 N, 40 mL) and MeOH (60 mL) was stirred at room temperature for 1 hour. The mixture was then cooled with ice, acidified to pH=4 with H3PO4 and left in a refrigerator overnight. The precipitate was filtered and the filtrate was concentrated to give a yellow oil. The oil was contaminated with dioxane, and therefore was dissolved in aqueous KOH. The solution was extracted with CHCl3 (... Reactants: [OH-].C(C1=CC=CC=C1)[N+](C)(C)C (N-benzyltrimethylammonium hydroxide), C(N)(=O)C1C2=CC=CC=C2C=2C=CC=CC12 (9-carbamoylfluorene), O (Water), methanolic solution. Run in C(C)#N (acetonitrile), C(C)#N (acetonitrile). Run at time 2 hour. Product: OC1CCC2(C(N1)=O)C1=CC=CC=C1C=1C=CC=CC12 (6'-hydroxyspiro(9H-fluorene-9,3'-piperidine)-2'-one). The yield is 89.0%. As a reaction SMILES: [OH-:1].[CH2:2]([N+](C)(C)C)[C:3]1[CH:8]=CC=CC=1.[C:13]([CH:16]1[C:28]2[CH:27]=[CH:26][CH:25]=[CH:24][C:23]=2[C:22]2[C:17]1=[CH:18][CH:19]=[CH:20][CH:21]=2)(=[O:15])[NH2:14].O>C(#N)C>[OH:1][CH:2]1[NH:14][C:13](=[O:15])[C:16]2([C:28]3[CH:27]=[CH:26][CH:25]=[CH:24][C:23]=3[C:22]3[C:17]2=[CH:18][CH:19]=[CH:20][CH:21]=3)[CH2:8][CH2:3]1 |f:0.1|. Procedure details: The general procedure of Example 1 was again followed when a solution of N-benzyltrimethylammonium hydroxide (Triton B) which is a 40% methanolic solution (3.5 ml) in acetonitrile (10 ml) was added dropwise over 0.25 hour to a suspension of 9-carbamoylfluorene (20.9 g) in acetonitrile (100 ml) keeping the temperature below 25° C. The reaction mixture was stirred at room temperature for 2 hours. Water (300 ml) was then added slowly over 1 hour and the crystallized product was isolated by filtrati... Reactants: C(=O)(OC)[C@H](CCSC)NC(C1=CC(=CC=C1)CCl)=O (N-(1(S)-carbomethoxy-3-methylthiopropyl)3-chloromethylbenzamide), [N-]=[N+]=[N-].[Li+] (lithium azide). Run in CS(=O)C (dimethylsulfoxide). Run at time 2 hour. Yields the product C(=O)(OC)[C@H](CCSC)NC(C1=CC(=CC=C1)CN=[N+]=[N-])=O (N-(1(S)-carbomethoxy-3-methylthiopropyl)3-azidomethylbenzamide). Reaction SMILES: [C:1]([C@@H:5]([NH:10][C:11](=[O:20])[C:12]1[CH:17]=[CH:16][CH:15]=[C:14]([CH2:18]Cl)[CH:13]=1)[CH2:6][CH2:7][S:8][CH3:9])([O:3][CH3:4])=[O:2].[N-:21]=[N+:22]=[N-:23].[Li+]>CS(C)=O>[C:1]([C@@H:5]([NH:10][C:11](=[O:20])[C:12]1[CH:17]=[CH:16][CH:15]=[C:14]([CH2:18][N:21]=[N+:22]=[N-:23])[CH:13]=1)[CH2:6][CH2:7][S:8][CH3:9])([O:3][CH3:4])=[O:2] |f:1.2|. Procedure: To a stirred solution of the product from Step A (13.52 g, 42.80 mmol) in 50 mL of dimethylsulfoxide under nitrogen was added lithium azide (2.3 g, 47.10 mmol). The solution was stirred for 2 h. The reaction mixture was then partitioned with 300 mL of ethyl acetate and 200 mL of water. The ethyl acetate layer was washed with 125 mL of saturated sodium chloride, dried over magnesium sulfate and concentrated in vacuo to afford the title compound as an oil. 1HNMR (300 MHz, CDCl3)δ7.75 (2H, m), 7.47...